Dataset: the Open Reaction Database (ORD), a public repository of structured organic reaction records. Task: describe an organic reaction: reactants, conditions, products, and yield The reactants are CCOCc1nc2cnc3ccc(OCc4ccccc4)cc3c2n1CC(C)(C)NC(=O)C1CCCCC1, ClC(Cl)Cl, O=C(OO)c1cccc(Cl)c1. Product: CCOCc1nc2c[n+]([O-])c3ccc(OCc4ccccc4)cc3c2n1CC(C)(C)NC(=O)C1CCCCC1. As a reaction SMILES: [CH2:12]([c:13]1[cH:14][cH:15][cH:16][cH:17][cH:18]1)[O:19][c:20]1[cH:21][c:22]2[c:23]3[c:24]([cH:25][n:26][c:27]2[cH:28][cH:29]1)[n:30][c:31]([CH2:46][O:47][CH2:48][CH3:49])[n:32]3[CH2:33][C:34]([CH3:35])([CH3:36])[NH:37][C:38](=[O:39])[CH:40]1[CH2:41][CH2:42][CH2:43][CH2:44][CH2:45]1.[CH:50]([Cl:51])([Cl:52])[Cl:53].[OH:1][O:2][C:3]([c:4]1[cH:5][c:6]([Cl:7])[cH:8][cH:9][cH:10]1)=[O:11]>>[O-:1][n+:26]1[cH:25][c:24]2[c:23]([c:22]3[cH:21][c:20]([O:19][CH2:12][c:13]4[cH:14][cH:15][cH:16][cH:17][cH:18]4)[cH:29][cH:28][c:27]31)[n:32]([CH2:33][C:34]([CH3:35])([CH3:36])[NH:37][C:38](=[O:39])[CH:40]1[CH2:41][CH2:42][CH2:43][CH2:44][CH2:45]1)[c:31]([CH2:46][O:47][CH2:48][CH3:49])[n:30]2. Starting materials: S(=O)(Cl)Cl (thionyl chloride), C(C)(=O)OC1=CC=C2C(C(=COC2=C1OC(C)=O)C(=O)O)=O (7,8-diacetoxychromone-3-carboxylic acid), S(=O)(Cl)Cl (thionyl chloride), C1=CC=CC=C1 (benzene). Run in CN(C=O)C (dimethyl formamide), CN(C=O)C (dimethylformamide). The product is C(C)(=O)OC1=CC=C2C(C(=COC2=C1OC(C)=O)C(=O)Cl)=O (7,8-Diacetoxychromone-3-carbonyl chloride). RXN SMILES: [C:1]([O:4][C:5]1[C:14]([O:15][C:16](=[O:18])[CH3:17])=[C:13]2[C:8]([C:9](=[O:22])[C:10]([C:19](O)=[O:20])=[CH:11][O:12]2)=[CH:7][CH:6]=1)(=[O:3])[CH3:2].S(Cl)([Cl:25])=O.C1C=CC=CC=1>CN(C)C=O>[C:1]([O:4][C:5]1[C:14]([O:15][C:16](=[O:18])[CH3:17])=[C:13]2[C:8]([C:9](=[O:22])[C:10]([C:19]([Cl:25])=[O:20])=[CH:11][O:12]2)=[CH:7][CH:6]=1)(=[O:3])[CH3:2]. Procedure: A mixture of 7,8-diacetoxychromone-3-carboxylic acid (9.5 g), thionyl chloride (2.6 ml), dimethylformamide (0.1 ml) and benzene (300 ml) was refluxed for one and half hours, and there were further added thionyl chloride (2.6 ml) and dimethyl formamide (0.1 ml). The whole was then refluxed for further one hour. Then the solvent was removed therefrom by distillation, and the residue was triturated with n-bexane. The solid matter thus obtained was collected by filtration. There was thus obtained th... The reactants are C[C@@]12C(O[C@@H](N2CCC1)C(Cl)(Cl)Cl)=O ((2R,5S)-5-Methyl-2-trichloromethyl-1-aza-3-oxabicyclo[3.3.0]octan-4-one), C(C)(C)NC(C)C (diisopropylamine), ClC([C@@H]1N2CCC[C@H]2C(O1)=O)(Cl)Cl ((2R,5S)-2-Trichloromethyl-1-aza-3-oxabicyclo[3.3.0]octan-4-one), ICC (iodoethane). Product: C(C)[C@@]12C(O[C@@H](N2CCC1)C(Cl)(Cl)Cl)=O ((2R,5S)-5-Ethyl-2-trichloromethyl-1-aza-3-oxabicyclo[3.3.0]octan-4-one). The yield is 30.2%. As a reaction SMILES: [CH3:1][C@@:2]12[CH2:9][CH2:8][CH2:7][N:6]1[C@@H:5]([C:10]([Cl:13])([Cl:12])[Cl:11])[O:4][C:3]2=[O:14].[CH:15](NC(C)C)(C)C.ClC(Cl)(Cl)[C@H]1OC(=O)[C@H]2N1CCC2.ICC>>[CH2:1]([C@@:2]12[CH2:9][CH2:8][CH2:7][N:6]1[C@@H:5]([C:10]([Cl:13])([Cl:12])[Cl:11])[O:4][C:3]2=[O:14])[CH3:15]. Procedure: The reaction was carried out following a similar procedure to that described for the preparation of oxazolidinone 8 using n-butyllithium (1.31 M, 28.3 cm3, 37.1 mmol), diisopropylamine (5.2 cm3, 37.1 mmol), oxazolidinone 7 (6.0 g, 24.7 mmol) and iodoethane (5.9 cm3, 73.8 mmol) to afford oxazolidinone 9 (3.05 g, 46%) as a light red oil that solidified on standing to a pale brown solid: mp 76-77° C.: [α]D +18.5 (c 0.25 in CHCl3): δH (300 MHz; CDCl3) 1.04 (3 H, t, J 7.5, CH3), 1.60-1.80 (1H, m, CHA... Starting materials: Cc1ccccc1, O=C(O)CCc1ccccc1Cl, O=S(Cl)Cl. Product: O=C(Cl)CCc1ccccc1Cl. Reaction SMILES: [CH3:17][c:18]1[cH:19][cH:20][cH:21][cH:22][cH:23]1.[Cl:1][c:2]1[c:3]([CH2:8][CH2:9][C:10](=[O:11])[OH:12])[cH:4][cH:5][cH:6][cH:7]1.[S:13]([Cl:14])([Cl:15])=[O:16]>>[Cl:1][c:2]1[c:3]([CH2:8][CH2:9][C:10](=[O:12])[Cl:15])[cH:4][cH:5][cH:6][cH:7]1. The reactants are N1CCOCC1 (Morpholine), C(C)(=O)O (acetic acid), CC1(OC(CC(O1)=O)=O)C (2,2-dimethyl-1,3-dioxane-4,6-dione). Solvent: CC(=O)C (acetone). Run at time 18 hour. The product is C(C)(C)=C1C(OC(OC1=O)(C)C)=O (5-isopropylidene-2,2-dimethyl-1,3-dioxane-4,6-dione). As a reaction SMILES: N1[CH2:6][CH2:5]OCC1.[C:7](O)(=O)C.[CH3:11][C:12]1([CH3:20])[O:17][C:16](=[O:18])[CH2:15][C:14](=[O:19])[O:13]1>CC(C)=O>[C:5](=[C:15]1[C:16](=[O:18])[O:17][C:12]([CH3:20])([CH3:11])[O:13][C:14]1=[O:19])([CH3:6])[CH3:7]. Procedure details: Morpholine (261 mg, 261 μL, 2.99 mmol) and acetic acid (200 mg, 191 μL, 3.32 mmol) were added to a solution of 2,2-dimethyl-1,3-dioxane-4,6-dione (24.0 g, 166.17 mmol) in acetone (120 g) at room temperature under argon atmosphere, and the mixture was stirred at room temperature for 18 hr. The reaction mixture was concentrated under reduced pressure. To the obtained residue was added saturated aqueous sodium hydrogencarbonate solution (200 mL), and the mixture was extracted with toluene (200 mL).... Reactants: O=C(Br)CBr, C1CC2CCC1CNC2, ClCCl, O. Product: O=C(CBr)N1CC2CCC(CC2)C1. RXN SMILES: [Br:10][CH2:11][C:12](=[O:13])[Br:14].[CH:1]12[CH2:2][NH:3][CH2:4][CH:5]([CH2:6][CH2:7]1)[CH2:8][CH2:9]2.[Cl:16][CH2:17][Cl:18].[OH2:15]>>[CH:1]12[CH2:2][N:3]([C:12]([CH2:11][Br:10])=[O:13])[CH2:4][CH:5]([CH2:6][CH2:7]1)[CH2:8][CH2:9]2.